From a dataset of the Open Reaction Database (ORD), a public repository of structured organic reaction records. describe an organic reaction: reactants, conditions, products, and yield The reactants are FC=1C=C(N)C=CC1C=1N=C(C2=C(N1)CN(CC2)C)N2[C@H](COCC2)C ((S)-3-fluoro-4-(7-methyl-4-(3-methylmorpholino)-5,6,7,8-tetrahydropyrido[3,4-d]pyrimidin-2-yl)aniline), C(C)N=C=O (ethyl isocynate). The product is C(C)NC(=O)NC1=CC(=C(C=C1)C=1N=C(C2=C(N1)CN(CC2)C)N2[C@H](COCC2)C)F ((S)-1-ethyl-3-(3-fluoro-4-(7-methyl-4-(3-methylmorpholino)-5,6,7,8-tetrahydropyrido[3,4-d]pyrimidin-2-yl)phenyl)urea). Yield: 6.0%. RXN SMILES: [F:1][C:2]1[CH:3]=[C:4]([CH:6]=[CH:7][C:8]=1[C:9]1[N:10]=[C:11]([N:20]2[CH2:25][CH2:24][O:23][CH2:22][C@@H:21]2[CH3:26])[C:12]2[CH2:18][CH2:17][N:16]([CH3:19])[CH2:15][C:13]=2[N:14]=1)[NH2:5].[CH2:27]([N:29]=[C:30]=[O:31])[CH3:28]>>[CH2:27]([NH:29][C:30]([NH:5][C:4]1[CH:6]=[CH:7][C:8]([C:9]2[N:10]=[C:11]([N:20]3[CH2:25][CH2:24][O:23][CH2:22][C@@H:21]3[CH3:26])[C:12]3[CH2:18][CH2:17][N:16]([CH3:19])[CH2:15][C:13]=3[N:14]=2)=[C:2]([F:1])[CH:3]=1)=[O:31])[CH3:28]. Procedure: Method as example 85 using (S)-3-fluoro-4-(7-methyl-4-(3-methylmorpholino)-5,6,7,8-tetrahydropyrido[3,4-d]pyrimidin-2-yl)aniline and ethyl isocynate as starting materials. The solvent was removed in vacuo and purified by prep HPLC (low pH) yielding the title compound (4.3 mg, 0.01 mmol, 6%). Starting materials: Cl (hydrochloric acid), [H][H] (hydrogen), C(#N)C1=CC=CC(=N1)C(=O)O (6-Cyano-pyridine-2-carboxylic acid), C(#N)C1=CC=CC(=N1)C(=O)O (6-Cyano-pyridine-2-carboxylic acid). Reagents/catalysts: [Pd] (Pd/C). Solvent: C(C)O (ethanol). Product: Cl.NCC1=CC=CC(=N1)C(=O)O (6-Aminomethyl-pyridine-2-carboxylic Acid Hydrochloride). Reaction SMILES: [C:1]([C:3]1[N:8]=[C:7]([C:9]([OH:11])=[O:10])[CH:6]=[CH:5][CH:4]=1)#[N:2].[ClH:12].[H][H]>C(O)C.[Pd]>[ClH:12].[NH2:2][CH2:1][C:3]1[N:8]=[C:7]([C:9]([OH:11])=[O:10])[CH:6]=[CH:5][CH:4]=1 |f:5.6|. Procedure: 6-Cyano-pyridine-2-carboxylic acid (compound F2) (250 mg, 1.6 mmol) is dissolved in ethanol (100 mL), concentrated hydrochloric acid (1 mL) and Pd/C (150 mg) are added and the mixture is hydrogenated at 3 bar hydrogen pressure for 6 h. The catalyst is filtered of and the crude product is transferred to the next step without any purification. The reactants are COC1=C(C=CC(=O)O)C=CC=C1 (2-methoxycinnamic acid), ClC1=CC=C(C=C1)O (p-chlorophenol). Run in CC(=O)C (acetone). Yields the product ClC=1C=C2C(CC(OC2=CC1)=O)C1=C(C=CC=C1)OC (6-Chloro-4-(2-methoxyphenyl)-3,4-dihydrocoumarin). Yield: 49.0%. RXN SMILES: [CH3:1][O:2][C:3]1[CH:13]=[CH:12][CH:11]=[CH:10][C:4]=1[CH:5]=[CH:6][C:7]([OH:9])=[O:8].[Cl:14][C:15]1[CH:20]=[CH:19][C:18](O)=[CH:17][CH:16]=1>CC(C)=O>[Cl:14][C:15]1[CH:16]=[C:17]2[C:18](=[CH:19][CH:20]=1)[O:8][C:7](=[O:9])[CH2:6][CH:5]2[C:4]1[CH:10]=[CH:11][CH:12]=[CH:13][C:3]=1[O:2][CH3:1]. Procedure details: 6-Chloro-4-(2-methoxyphenyl)-3,4-dihydrocoumarin (CVII) was prepared in a similar way in 49% yield from 2-methoxycinnamic acid and p-chlorophenol, the reaction temperature being 130° in this case. M.p. 172°-173° (acetone). As a reaction SMILES: [N:1]1[C:5]2[CH:6]=[CH:7][C:8]([C:10]([OH:12])=[O:11])=[CH:9][C:4]=2[NH:3][CH:2]=1.[CH3:13]O.Cl>O1CCOCC1>[N:1]1[C:5]2[CH:6]=[CH:7][C:8]([C:10]([O:12][CH3:13])=[O:11])=[CH:9][C:4]=2[NH:3][CH:2]=1. Product: N1=CNC2=C1C=CC(=C2)C(=O)OC (Methyl 5-benzimidazolecarboxylate). Run in O1CCOCC1 (1,4-dioxane). Run at time 4 hour. Starting materials: N1=CNC2=C1C=CC(=C2)C(=O)O (5-benzimidazolecarboxylic acid), CO (methanol), solution, Cl (hydrogen chloride). Procedure: A mixture of 10 g of 5-benzimidazolecarboxylic acid, 150 ml of methanol and 100 ml of a 4N solution of hydrogen chloride in 1,4-dioxane was agitated ultrasonically for 4 hours. At the end of this time, the solvent was removed by distillation under reduced pressure, after which 300 ml of methanol and 3.5 g of lithium borohydride were added to the residue and the mixture was stirred for 1 hour. The solvent was then removed by evaporation under reduced pressure and the residue was mixed with an aqu... Starting materials: CCCCc1ccc(C(=O)O)nc1, ClCCl, N#Cc1ccc(O)cc1F. Product: CCCCc1ccc(C(=O)Oc2ccc(C#N)c(F)c2)nc1. As a reaction SMILES: [CH2:1]([CH2:2][CH2:3][CH3:4])[c:5]1[cH:6][cH:7][c:8]([C:11](=[O:12])[OH:13])[n:9][cH:10]1.[CH2:24]([Cl:25])[Cl:26].[F:14][c:15]1[cH:16][c:17]([OH:23])[cH:18][cH:19][c:20]1[C:21]#[N:22]>>[CH2:1]([CH2:2][CH2:3][CH3:4])[c:5]1[cH:6][cH:7][c:8]([C:11](=[O:12])[O:13][c:17]2[cH:16][c:15]([F:14])[c:20]([C:21]#[N:22])[cH:19][cH:18]2)[n:9][cH:10]1.